Task: describe an organic reaction: reactants, conditions, products, and yield. Dataset: the Open Reaction Database (ORD), a public repository of structured organic reaction records Starting materials: ClC1=C(C=C(C=O)C=C1)S(=O)(=O)C (4-Chloro-3-(methylsulfonyl)benzaldehyde), CC(C)O (2-propanol), CC(CC(C)=O)=O (2,4-pentanedione), N1CCCCC1 (piperidine). Solvent: C(=O)O (formic acid). Run at temperature 23.5 celsius, time 20 hour. Product: ClC1=C(C=C(C=C1)C=C(C(C)=O)C(C)=O)S(=O)(=O)C (3-{[4-Chloro-3-(methylsulfonyl)phenyl]methylene}-2,4-pentanedione). RXN SMILES: [Cl:1][C:2]1[CH:9]=[CH:8][C:5]([CH:6]=O)=[CH:4][C:3]=1[S:10]([CH3:13])(=[O:12])=[O:11].CC(O)C.[CH3:18][C:19](=[O:24])[CH2:20][C:21](=[O:23])[CH3:22].N1CCCCC1>C(O)=O>[Cl:1][C:2]1[CH:9]=[CH:8][C:5]([CH:6]=[C:20]([C:19](=[O:24])[CH3:18])[C:21](=[O:23])[CH3:22])=[CH:4][C:3]=1[S:10]([CH3:13])(=[O:12])=[O:11]. Procedure: 4-Chloro-3-(methylsulfonyl)benzaldehyde (760 mg), 2-propanol (10 mL), 2,4-pentanedione (0.8 mL), formic acid (22 mL) and piperidine (57 mL) were mixed and stirred at 22-25° C. for 20 h. The product was filtered, washed with 2-propanol and dried. The compound was purified by crystallization from toluene (15 mL, yield 790 mg, melting point 170-172° C.). 1H-NMR (400 MHz, DMSO-d6) d=2.27 (s, 3H), 2.47 (s, 3H), 3.40 (s, 3H), 7.72 (dd, J=8.3 Hz, 2.2 Hz, 1H), 7.84 (d, J=8.3 Hz, 1H), 7.84 (s, 1H), 8.19 ... Starting materials: ClCCCl, COC(=O)Cn1c(=O)n(CC(=O)O)c2cc(C)cc(C)c21, CNC, CCN(C(C)C)C(C)C, Cl, CN(C)C=O, On1nnc2ccccc21. Yields the product COC(=O)Cn1c(=O)n(CC(=O)N(C)C)c2cc(C)cc(C)c21. Reaction SMILES: [CH2:26]([Cl:27])[CH2:28][Cl:29].[CH3:1][O:2][C:3]([CH2:4][n:5]1[c:6](=[O:20])[n:7]([CH2:16][C:17](=[O:18])[OH:19])[c:8]2[c:9]1[c:10]([CH3:15])[cH:11][c:12]([CH3:14])[cH:13]2)=[O:21].[CH3:23][NH:24][CH3:25].[CH:40]([N:41]([CH2:42][CH3:43])[CH:44]([CH3:45])[CH3:46])([CH3:47])[CH3:48].[ClH:22].[O:49]=[CH:50][N:51]([CH3:52])[CH3:53].[OH:30][n:31]1[c:32]2[c:33]([cH:34][cH:35][cH:36][cH:37]2)[n:38][n:39]1>>[CH3:1][O:2][C:3]([CH2:4][n:5]1[c:6](=[O:20])[n:7]([CH2:16][C:17](=[O:19])[N:24]([CH3:23])[CH3:25])[c:8]2[c:9]1[c:10]([CH3:15])[cH:11][c:12]([CH3:14])[cH:13]2)=[O:21]. Reactants: COC(=O)c1ccc(B2OC(C)(C)C(C)(C)O2)cc1F, [Na+], [Na+], O=C([O-])[O-], C1COCCO1, Cl[Pd]Cl, Cc1ccc(S(=O)(=O)OC(=CC2CCCC2)c2cc3cc(F)cnc3n2S(=O)(=O)c2ccccc2)cc1, c1ccc(P(c2ccccc2)c2ccccc2)cc1, c1ccc(P(c2ccccc2)c2ccccc2)cc1. The product is COC(=O)c1ccc(C(=CC2CCCC2)c2cc3cc(F)cnc3n2S(=O)(=O)c2ccccc2)cc1F. As a reaction SMILES: [CH3:38][O:39][C:40]([c:41]1[c:42]([F:56])[cH:43][c:44]([B:47]2[O:48][C:49]([CH3:50])([CH3:51])[C:52]([CH3:53])([CH3:54])[O:55]2)[cH:45][cH:46]1)=[O:57].[Na+:58].[Na+:59].[O-:60][C:61](=[O:62])[O-:63].[O:64]1[CH2:65][CH2:66][O:67][CH2:68][CH2:69]1.[Pd:70]([Cl:71])[Cl:72].[c:1]1([S:7](=[O:8])(=[O:9])[n:10]2[c:11]([C:20](=[CH:21][CH:22]3[CH2:23][CH2:24][CH2:25][CH2:26]3)[O:27][S:28]([c:29]3[cH:30][cH:31][c:32]([CH3:33])[cH:34][cH:35]3)(=[O:36])=[O:37])[cH:12][c:13]3[c:14]2[n:15][cH:16][c:17]([F:19])[cH:18]3)[cH:2][cH:3][cH:4][cH:5][cH:6]1.[c:73]1([P:74]([c:75]2[cH:76][cH:77][cH:78][cH:79][cH:80]2)[c:81]2[cH:82][cH:83][cH:84][cH:85][cH:86]2)[cH:87][cH:88][cH:89][cH:90][cH:91]1.[c:92]1([P:93]([c:94]2[cH:95][cH:96][cH:97][cH:98][cH:99]2)[c:100]2[cH:101][cH:102][cH:103][cH:104][cH:105]2)[cH:106][cH:107][cH:108][cH:109][cH:110]1>>[c:1]1([S:7](=[O:8])(=[O:9])[n:10]2[c:11]([C:20](=[CH:21][CH:22]3[CH2:23][CH2:24][CH2:25][CH2:26]3)[c:44]3[cH:43][c:42]([F:56])[c:41]([C:40]([O:39][CH3:38])=[O:57])[cH:46][cH:45]3)[cH:12][c:13]3[c:14]2[n:15][cH:16][c:17]([F:19])[cH:18]3)[cH:2][cH:3][cH:4][cH:5][cH:6]1. The reactants are C1(CCCCC1)N(C(NC=1SC(=CN1)SCC(=O)O)=O)CCC1=CC=CC=C1 ([2-(3-cyclohexyl-3-phenethyl-ureido)-thiazol-5-ylsulfanyl]-acetic acid), C(CC(C)C)=O (isovaleraldehyde), Cl.C[C@@H]1CC[C@H](CC1)N (trans-4-methylcyclohexylamine hydrochloride), C(C)OC(CC)=O (propionic acid ethyl ester), Cl (hydrochloride), CCN(C(C)C)C(C)C (DIPEA). Yields the product CC(CCN(C(NC=1SC(=CN1)SCCC(=O)O)=O)[C@@H]1CC[C@H](CC1)C)C (3-{2-[3-(3-Methyl-butyl)-3-(trans-4-methyl-cyclohexyl)-ureido]-thiazol-5-ylsulfanyl}-propionic acid). Reaction SMILES: [CH:1]1([N:7]([CH2:21][CH2:22][C:23]2[CH:28]=CC=C[CH:24]=2)[C:8](=[O:20])[NH:9][C:10]2[S:11][C:12]([S:15][CH2:16][C:17](O)=O)=[CH:13][N:14]=2)[CH2:6][CH2:5][CH2:4][CH2:3][CH2:2]1.[CH:29](=O)CC(C)C.Cl.C[C@H]1CC[C@H](N)CC1.C([O:46][C:47](=[O:50])CC)C.Cl.CCN(C(C)C)C(C)C>>[CH3:28][CH:23]([CH3:24])[CH2:22][CH2:21][N:7]([C@H:1]1[CH2:2][CH2:3][C@H:4]([CH3:29])[CH2:5][CH2:6]1)[C:8](=[O:20])[NH:9][C:10]1[S:11][C:12]([S:15][CH2:16][CH2:17][C:47]([OH:50])=[O:46])=[CH:13][N:14]=1 |f:2.3|. Procedure details: Prepared as described for the synthesis of [2-(3-cyclohexyl-3-phenethyl-ureido)-thiazol-5-ylsulfanyl]-acetic acid, from isovaleraldehyde, trans-4-methylcyclohexylamine hydrochloride and 2-amino-thiazol-5-ylsulfanyl)-propionic acid ethyl ester. The hydrochloride was added one equivalent DIPEA prior to the reaction. The reactants are COC=1C=C(C=CC1OC)C=CC(CCCCC)=O (1-(3,4-dimethoxyphenyl)-3-oxo-1-octene), B(Br)(Br)Br (boron tribromide). The solvent is ClCCl (dichloromethane), ice water, ClCCl (dichloromethane). Reaction conditions: temperature -78 celsius. Product: OC=1C=C(C=CC1O)C=CC(CCCCC)=O (1-(3,4-dihydroxyphenyl)-3-oxo-1-octene). Isolated yield 52.5%. RXN SMILES: C[O:2][C:3]1[CH:4]=[C:5]([CH:11]=[CH:12][C:13](=[O:19])[CH2:14][CH2:15][CH2:16][CH2:17][CH3:18])[CH:6]=[CH:7][C:8]=1[O:9]C.B(Br)(Br)Br>ClCCl>[OH:2][C:3]1[CH:4]=[C:5]([CH:11]=[CH:12][C:13](=[O:19])[CH2:14][CH2:15][CH2:16][CH2:17][CH3:18])[CH:6]=[CH:7][C:8]=1[OH:9]. Reported procedure: In 1 ml of dry dichloromethane was dissolved 128 mg of 1-(3,4-dimethoxyphenyl)-3-oxo-1-octene obtained in the above Example 13-(1), and the solution was cooled at -78° C. Then, 1.5 ml of 1N boron tribromide solution in dichloromethane was added dropwise to the solution, and the temperature was restored to room temperature slowly. Then, the reaction mixture was poured in ice-water and extracted with ethyl acetate. The ethyl acetate layer was washed with water and dried with magnesium sulfate. The...